Dataset: the Open Reaction Database (ORD), a public repository of structured organic reaction records. Task: describe an organic reaction: reactants, conditions, products, and yield The reactants are I[Si](C)(C)C (iodotrimethyl-silane), C(C)(C)(C)OC(=O)N1C(SC[C@H]1C(=O)OC(C)(C)C)CC1=CC=CC=C1 (tert-butyl (4R)-3-tert-butoxycarbonyl-2-benzyl-4-thiazolidine-carboxylate), O (water). The solvent is C(Cl)(Cl)Cl (chloroform). Reaction conditions: time 1 hour. Product: C(C1=CC=CC=C1)C1SC[C@H](N1)C(=O)OC(C)(C)C (tert-butyl (2RS,4R)-2-benzyl-4-thiazolidinecarboxylate). Yield: 111.3%. RXN SMILES: I[Si](C)(C)C.C(OC([N:13]1[C@H:17]([C:18]([O:20][C:21]([CH3:24])([CH3:23])[CH3:22])=[O:19])[CH2:16][S:15][CH:14]1[CH2:25][C:26]1[CH:31]=[CH:30][CH:29]=[CH:28][CH:27]=1)=O)(C)(C)C.O>C(Cl)(Cl)Cl>[CH2:25]([CH:14]1[NH:13][C@H:17]([C:18]([O:20][C:21]([CH3:24])([CH3:23])[CH3:22])=[O:19])[CH2:16][S:15]1)[C:26]1[CH:27]=[CH:28][CH:29]=[CH:30][CH:31]=1. Procedure: C tert-Butyl (2RS,4R)-2-benzyl-4-thiazolidinecarboxalate may be prepared in the following 11.8 cm3 of iodotrimethyl-silane are introduced slowly at a temperature in the region of 25° C. into a solution of 30.5 g of tert-butyl (4R)-3-tert-butoxycarbonyl-2-benzyl-4-thiazolidine-carboxylate (isomer A) in 250 cm3 of chloroform. The reaction mixture is stirred for 1 hour, and 10 cm3 of water are then added. The organic phase is separated and the aqueous phase is extracted with twice 20 cm3 of methyle...